From a dataset of the Open Reaction Database (ORD), a public repository of structured organic reaction records. describe an organic reaction: reactants, conditions, products, and yield Starting materials: ON1N=NC2=C1C=CC=C2 (1-hydroxybenzotriazole), C(C)N=C=NCCCN(C)C (1-ethyl-3-(3′-dimethylaminopropyl)carbodiimide), N (ammonia), Cl (hydrochloric acid), O[C@@]1(C2=CC=CC=C2C=2C(=CC(=CC12)OCCC(C)(C)O)C=1C=NN(C1)C(C(=O)O)(C)C)C(F)(F)F (2-{4-[(9R)-9-hydroxy-2-(3-hydroxy-3-methylbutyloxy)-9-(trifluoromethyl)-9H-fluoren-4-yl]-1H-pyrazol-1-yl}-2-methylpropionic acid). The solvent is O (water), CN(C=O)C (N,N-dimethylformamide). Conditions: time 8 hour. Yields the product O[C@@]1(C2=CC=CC=C2C=2C(=CC(=CC12)OCCC(C)(C)O)C=1C=NN(C1)C(C(=O)N)(C)C)C(F)(F)F (2-{4-[(9R)-9-Hydroxy-2-(3-hydroxy-3-methylbutyloxy)-9-(trifluoromethyl)-9H-fluoren-4-yl]-1H-pyrazol-1-yl}-2-methylpropanamide). Yield: 90.1%. As a reaction SMILES: [OH:1][C@@:2]1([C:33]([F:36])([F:35])[F:34])[C:14]2[CH:13]=[C:12]([O:15][CH2:16][CH2:17][C:18]([OH:21])([CH3:20])[CH3:19])[CH:11]=[C:10]([C:22]3[CH:23]=[N:24][N:25]([C:27]([CH3:32])([CH3:31])[C:28]([OH:30])=O)[CH:26]=3)[C:9]=2[C:8]2[C:3]1=[CH:4][CH:5]=[CH:6][CH:7]=2.O[N:38]1C2C=CC=CC=2N=N1.C(N=C=NCCCN(C)C)C.N.Cl>CN(C)C=O.O>[OH:1][C@@:2]1([C:33]([F:35])([F:34])[F:36])[C:14]2[CH:13]=[C:12]([O:15][CH2:16][CH2:17][C:18]([OH:21])([CH3:20])[CH3:19])[CH:11]=[C:10]([C:22]3[CH:23]=[N:24][N:25]([C:27]([CH3:32])([CH3:31])[C:28]([NH2:38])=[O:30])[CH:26]=3)[C:9]=2[C:8]2[C:3]1=[CH:4][CH:5]=[CH:6][CH:7]=2. Reported procedure: Under a nitrogen atmosphere, 2-{4-[(9R)-9-hydroxy-2-(3-hydroxy-3-methylbutyloxy)-9-(trifluoromethyl)-9H-fluoren-4-yl]-1H-pyrazol-1-yl}-2-methylpropionic acid (66.7 g) was dissolved in N,N-dimethylformamide (480 ml), 1-hydroxybenzotriazole (HOBt) 1 hydrate (27.6 g), 1-ethyl-3-(3′-dimethylaminopropyl)carbodiimide (WSC) hydrochloride (34.6 g) and 28% aqueous ammonia (24.5 ml) were added, and the mixture was stirred at room temperature overnight. The reaction mixture was ice-cooled, water (630 ml) a...